describe an organic reaction: reactants, conditions, products, and yield From a dataset of the Open Reaction Database (ORD), a public repository of structured organic reaction records. Starting materials: [N+](=O)([O-])C1=CC=C(C=C1)O (4-nitrophenol), BrCCOC (1-bromo-2-methoxyethane), C(=O)([O-])[O-].[K+].[K+] (K2CO3), COCCOCCN(CCOCCOC)CCOCCOC (tris[2-(2-methoxyethoxy)ethyl]amine). The yield is 104.1%. Product: COCCOC1=CC=C(C=C1)[N+](=O)[O-] (4-(2-Methoxyethoxy)-1-nitrobenzene). Procedure: A mixture of 40 g of 4-nitrophenol, 41 g of 1-bromo-2-methoxyethane, 45 g of K2CO3 and 80 ml of tris[2-(2-methoxyethoxy)ethyl]amine in 80 ml of acetone is refluxed for 20 hours. An insoluble material is filtered off and the filtrate is concentrated under vacuum. The residue is taken up with water and the precipitate formed is filtered off and washed with water. The precipitate is dissolved in AcOEt, washed with a 1N solution of NaOH, with water, with a 1N solution of HCl and with water and dried... As a reaction SMILES: [N+:1]([C:4]1[CH:9]=[CH:8][C:7]([OH:10])=[CH:6][CH:5]=1)([O-:3])=[O:2].Br[CH2:12][CH2:13][O:14][CH3:15].C([O-])([O-])=O.[K+].[K+].COCCOCCN(CCOCCOC)CCOCCOC>CC(C)=O>[CH3:15][O:14][CH2:13][CH2:12][O:10][C:7]1[CH:8]=[CH:9][C:4]([N+:1]([O-:3])=[O:2])=[CH:5][CH:6]=1 |f:2.3.4|. Run in CC(=O)C (acetone). Reactants: C(C)(=O)OC=1C(=NC=CC1)CC (2-ethylpyridin-3-yl acetate), [Li+].[OH-] (LiOH). Run in C(C)O (ethanol). Reaction conditions: time 30 minute. Product: C(C)C1=NC=CC=C1O (2-ethylpyridin-3-ol). Isolated yield 64.5%. RXN SMILES: C([O:4][C:5]1[C:6]([CH2:11][CH3:12])=[N:7][CH:8]=[CH:9][CH:10]=1)(=O)C.[Li+].[OH-]>C(O)C>[CH2:11]([C:6]1[C:5]([OH:4])=[CH:10][CH:9]=[CH:8][N:7]=1)[CH3:12] |f:1.2|. Reported procedure: To a solution of 2-ethylpyridin-3-yl acetate (5.1 g, 31 mmol) in ethanol (50 mL) was added 3M LiOH (50 mL, 150 mmol). The reaction mixture stirred at ambient temperature for 30 minutes. The mixture was concentrated to dryness and purified over silica gel (10% MeOH in Ch2Cl2) to afford 2-ethylpyridin-3-ol (2.5 g, 20 mmol). Starting materials: C(C)(C)N(C(C)C)CC (N,N-Diisopropylethylamine), FC([C@@H](C1=CC=CC=C1)N)(F)F ([(1R)-2,2,2-trifluoro-1-phenylethyl]amine), CCCP(=O)=O (propylphosphonic anhydride), solution, C(C)S(=O)(=O)C=1C=C2C(=C(C(=NC2=CC1OC)C1=CC(=CC=C1)C(F)(F)F)CN1CCC(CC1)N1CCCC1)C(=O)O (6-(ethylsulfonyl)-7-(methyloxy)-3-{[4-(1-pyrrolidinyl)-1-piperidinyl]methyl}-2-[3-(trifluoromethyl)phenyl]-4-quinolinecarboxylic acid). Run in C(C)(=O)OCC (ethyl acetate), ClCCl (dichloromethane), C(=O)([O-])[O-].[Na+].[Na+] (Na2CO3), C(Cl)Cl (methylene chloride). Conditions: time 15 hour. The product is C(C)S(=O)(=O)C=1C=C2C(=C(C(=NC2=CC1OC)C1=CC(=CC=C1)C(F)(F)F)CN1CCC(CC1)N1CCCC1)C(=O)N[C@@H](C(F)(F)F)C1=CC=CC=C1 (6-(ethylsulfonyl)-7-(methyloxy)-3-{[4-(1-pyrrolidinyl)-1-piperidinyl]methyl}-2-[3-(trifluoromethyl)phenyl]-N-[(1R)-2,2,2-trifluoro-1-phenylethyl]-4-quinolinecarboxamide). Yield: 54.0%. As a reaction SMILES: C(N(CC)C(C)C)(C)C.[F:10][C:11]([F:21])([F:20])[C@H:12]([NH2:19])[C:13]1[CH:18]=[CH:17][CH:16]=[CH:15][CH:14]=1.CCCP(=O)=O.[CH2:28]([S:30]([C:33]1[CH:34]=[C:35]2[C:40](=[CH:41][C:42]=1[O:43][CH3:44])[N:39]=[C:38]([C:45]1[CH:50]=[CH:49][CH:48]=[C:47]([C:51]([F:54])([F:53])[F:52])[CH:46]=1)[C:37]([CH2:55][N:56]1[CH2:61][CH2:60][CH:59]([N:62]3[CH2:66][CH2:65][CH2:64][CH2:63]3)[CH2:58][CH2:57]1)=[C:36]2[C:67](O)=[O:68])(=[O:32])=[O:31])[CH3:29]>C(OCC)(=O)C.ClCCl.C([O-])([O-])=O.[Na+].[Na+]>[CH2:28]([S:30]([C:33]1[CH:34]=[C:35]2[C:40](=[CH:41][C:42]=1[O:43][CH3:44])[N:39]=[C:38]([C:45]1[CH:50]=[CH:49][CH:48]=[C:47]([C:51]([F:53])([F:54])[F:52])[CH:46]=1)[C:37]([CH2:55][N:56]1[CH2:61][CH2:60][CH:59]([N:62]3[CH2:66][CH2:65][CH2:64][CH2:63]3)[CH2:58][CH2:57]1)=[C:36]2[C:67]([NH:19][C@H:12]([C:13]1[CH:18]=[CH:17][CH:16]=[CH:15][CH:14]=1)[C:11]([F:20])([F:21])[F:10])=[O:68])(=[O:31])=[O:32])[CH3:29] |f:6.7.8|. Reported procedure: N,N-Diisopropylethylamine (0.087 mL, 0.495 mmol), [(1R)-2,2,2-trifluoro-1-phenylethyl]amine (0.045 g, 0.215 mmol), and propylphosphonic anhydride (0.126 mL of a 50% solution in ethyl acetate, 0.215 mmol) were added to a suspension of 6-(ethylsulfonyl)-7-(methyloxy)-3-{[4-(1-pyrrolidinyl)-1-piperidinyl]methyl}-2-[3-(trifluoromethyl)phenyl]-4-quinolinecarboxylic acid (0.100 g, 0.165 mmol) in dichloromethane (2.54 mL). The mixture was stirred for 15 h, diluted with 10% Na2CO3 (2 mL) and methylene c...